Dataset: the Open Reaction Database (ORD), a public repository of structured organic reaction records. Task: describe an organic reaction: reactants, conditions, products, and yield The reactants are ClC(Cl)Cl, COc1ccc2c(c1)c(C)cc(=O)n2CCN1CCC(N(Cc2ccc3c(c2)OCCO3)C(=O)OC(C)(C)C)CC1, O=C(O)C(F)(F)F. Product: COc1ccc2c(c1)c(C)cc(=O)n2CCN1CCC(NCc2ccc3c(c2)OCCO3)CC1. RXN SMILES: [CH:49]([Cl:50])([Cl:51])[Cl:52].[O:1]1[CH2:2][CH2:3][O:4][c:5]2[c:6]1[cH:7][cH:8][c:9]([CH2:11][N:12]([C:13](=[O:14])[O:15][C:16]([CH3:17])([CH3:18])[CH3:19])[CH:20]1[CH2:21][CH2:22][N:23]([CH2:26][CH2:27][n:28]3[c:29](=[O:41])[cH:30][c:31]([CH3:40])[c:32]4[cH:33][c:34]([O:38][CH3:39])[cH:35][cH:36][c:37]34)[CH2:24][CH2:25]1)[cH:10]2.[OH:42][C:43]([C:44]([F:45])([F:46])[F:47])=[O:48]>>[O:1]1[CH2:2][CH2:3][O:4][c:5]2[c:6]1[cH:7][cH:8][c:9]([CH2:11][NH:12][CH:20]1[CH2:21][CH2:22][N:23]([CH2:26][CH2:27][n:28]3[c:29](=[O:41])[cH:30][c:31]([CH3:40])[c:32]4[cH:33][c:34]([O:38][CH3:39])[cH:35][cH:36][c:37]34)[CH2:24][CH2:25]1)[cH:10]2. Starting materials: [H-].[Na+] (Sodium hydride), [H][H] (hydrogen), ClC1=CC(=C(CBr)C=C1)F (4-chloro-2-fluorobenzylbromide), C(C)(=O)N1CCC(CC1)(O)C#C (1-acetyl-4-ethynyl-4-hydroxypiperidine), [H-].[Na+] (sodium hydride). Run in CN(C)C=O (DMF), CN(C)C=O (DMF), CN(C)C=O (DMF). Conditions: time 2 hour. Yields the product C(C)(=O)N1CCC(CC1)(C#C)OCC1=C(C=C(C=C1)Cl)F (1-acetyl-4-(4-chloro-2-fluorobenzyloxy)-4-ethynylpiperidine). Yield: 76.2%. As a reaction SMILES: [H-].[Na+].[C:3]([N:6]1[CH2:11][CH2:10][C:9]([C:13]#[CH:14])([OH:12])[CH2:8][CH2:7]1)(=[O:5])[CH3:4].[H][H].[Cl:17][C:18]1[CH:25]=[CH:24][C:21]([CH2:22]Br)=[C:20]([F:26])[CH:19]=1>CN(C=O)C>[C:3]([N:6]1[CH2:11][CH2:10][C:9]([O:12][CH2:22][C:21]2[CH:24]=[CH:25][C:18]([Cl:17])=[CH:19][C:20]=2[F:26])([C:13]#[CH:14])[CH2:8][CH2:7]1)(=[O:5])[CH3:4] |f:0.1|. Reported procedure: Sodium hydride (50% mineral oil dispersion, 10.7 g, 223 mmole) was suspended in 100 ml DMF. A solution of 1-acetyl-4-ethynyl-4-hydroxypiperidine (37.4 g, 0.223 mole) in 125 ml DMF was added to the sodium hydride suspension at 20° C. After the complete evolution of hydrogen gas, the solution was cooled to 5° C. and a mixture of 50 g 4-chloro-2-fluorobenzylbromide in 50 ml DMF was added dropwise. The temperature was not allowed to exceed 10° C. during the addition. The mixture was allowed to equil...